Dataset: the Open Reaction Database (ORD), a public repository of structured organic reaction records. Task: describe an organic reaction: reactants, conditions, products, and yield The reactants are [BH4-], CC(C)COC(=O)C(C)OC(C)OCC(C)C, CO, [Na+]. The product is COC(=O)C(C)OC(C)OCC(C)C. Reaction SMILES: [BH4-:1].[CH2:3]([CH:4]([CH3:5])[CH3:6])[O:7][CH:8]([CH3:9])[O:10][CH:11]([C:12](=[O:13])[O:14][CH2:15][CH:16]([CH3:17])[CH3:18])[CH3:19].[CH3:20][OH:21].[Na+:2]>>[CH2:3]([CH:4]([CH3:5])[CH3:6])[O:7][CH:8]([CH3:9])[O:10][CH:11]([C:12](=[O:13])[O:14][CH3:15])[CH3:19].